describe an organic reaction: reactants, conditions, products, and yield From a dataset of the Open Reaction Database (ORD), a public repository of structured organic reaction records. Reactants: CC12CCCC(C2CCC1C(C=CCC1(OC(OC1)(C)C)C)C)O (octahydro-7a-methyl-1-[1-methyl-4-(2,2,4-trimethyl-1,3-dioxolan-4-yl)-2-butenyl]-4H-inden-4-ol), C(C)(=O)[O-].[Na+] (sodium acetate), [Cr](=O)(=O)([O-])Cl.[NH+]1=C(C=CC=C1)C1=[NH+]C=CC=C1.[Cr](=O)(=O)([O-])Cl (2,2'-bipyridinium chlorochromate), [Cr](=O)(=O)([O-])Cl.[NH+]1=C(C=CC=C1)C1=[NH+]C=CC=C1.[Cr](=O)(=O)([O-])Cl (2,2'-bipyridinium chlorochromate), C(C)(C)O (isopropyl alcohol). Run in C(Cl)Cl (methylene chloride), O (water). Reaction conditions: time 2 hour. Product: CC12CCCC(C2CCC1C(C=CCC1(OC(OC1)(C)C)C)C)=O (octahydro-7a-methyl-1-[1-methyl-4-(2,2,4-trimethyl-1,3-dioxolan-4-yl)-2-butenyl]-4H-inden-4-one). RXN SMILES: [CH3:1][C:2]12[CH:10]([CH:11]([CH3:23])[CH:12]=[CH:13][CH2:14][C:15]3([CH3:22])[CH2:19][O:18][C:17]([CH3:21])([CH3:20])[O:16]3)[CH2:9][CH2:8][CH:7]1[CH:6]([OH:24])[CH2:5][CH2:4][CH2:3]2.C([O-])(=O)C.[Na+].[Cr](Cl)([O-])(=O)=O.[NH+]1C=CC=CC=1C1C=CC=C[NH+]=1.[Cr](Cl)([O-])(=O)=O.C(O)(C)C>C(Cl)Cl.O>[CH3:1][C:2]12[CH:10]([CH:11]([CH3:23])[CH:12]=[CH:13][CH2:14][C:15]3([CH3:22])[CH2:19][O:18][C:17]([CH3:21])([CH3:20])[O:16]3)[CH2:9][CH2:8][CH:7]1[C:6](=[O:24])[CH2:5][CH2:4][CH2:3]2 |f:1.2,3.4.5|. Reported procedure: A solution of 0.145 g of [1R-(1R*,2E,S*),1β,3aα,7aβ]-octahydro-7a-methyl-1-[1-methyl-4-(2,2,4-trimethyl-1,3-dioxolan-4-yl)-2-butenyl]-4H-inden-4-ol in 9 ml of dry methylene chloride was treated with 0.250 g of anhydrous sodium acetate and 0.500 g of 2,2'-bipyridinium chlorochromate and the mixture stirred at room temperature for two hours. After this time, an additional 0.250 g of 2,2'-bipyridinium chlorochromate was added and the stirring continued for two more hours. After this time, 0.5 ml of... Starting materials: CC(C)(C)OC(=O)N1CCOC(COc2ccccc2CCc2ccccc2)C1, Cl, C1COCCO1. Product: Cl, c1ccc(CCc2ccccc2OCC2CNCCO2)cc1. As a reaction SMILES: [C:1]([O:2][C:3](=[O:4])[N:8]1[CH2:9][CH:10]([CH2:14][O:15][c:16]2[c:17]([CH2:22][CH2:23][c:24]3[cH:25][cH:26][cH:27][cH:28][cH:29]3)[cH:18][cH:19][cH:20][cH:21]2)[O:11][CH2:12][CH2:13]1)([CH3:5])([CH3:6])[CH3:7].[ClH:30].[O:31]1[CH2:32][CH2:33][O:34][CH2:35][CH2:36]1>>[ClH:30].[NH:8]1[CH2:9][CH:10]([CH2:14][O:15][c:16]2[c:17]([CH2:22][CH2:23][c:24]3[cH:25][cH:26][cH:27][cH:28][cH:29]3)[cH:18][cH:19][cH:20][cH:21]2)[O:11][CH2:12][CH2:13]1. Reactants: ClC1=NC(=C2NC=NC2=N1)Cl (2,6-Dichloropurine), ClCCCOC1=C(C=CC=C1)N (2-(3-Chloro-propoxy)-phenylamine). The solvent is C(CCCC)O (1-pentanol). Conditions: temperature 70 celsius, time 5 hour. Product: ClCCCOC1=C(C=CC=C1)NC1=C2N=CNC2=NC(=N1)Cl ([2-(3-Chloro-propoxy)-phenyl]-(2-chloro-9H-purin-6-yl)-amine). Reaction SMILES: [Cl:1][C:2]1[N:10]=[C:9]2[C:5]([NH:6][CH:7]=[N:8]2)=[C:4](Cl)[N:3]=1.[Cl:12][CH2:13][CH2:14][CH2:15][O:16][C:17]1[CH:22]=[CH:21][CH:20]=[CH:19][C:18]=1[NH2:23]>C(O)CCCC>[Cl:12][CH2:13][CH2:14][CH2:15][O:16][C:17]1[CH:22]=[CH:21][CH:20]=[CH:19][C:18]=1[NH:23][C:4]1[N:3]=[C:2]([Cl:1])[N:10]=[C:9]2[C:5]=1[N:6]=[CH:7][NH:8]2. Procedure: 2,6-Dichloropurine (10 mmol) and 2-(3-Chloro-propoxy)-phenylamine (˜20 mmol) are dissolved in 1-pentanol and heated up to 70° C. and the mixture is stirred at this temperature for 5 hours. While cooling down to R the product precipitated. The solid material was filtered off and washed with 1-pentanol and diethyl ether. A solid powder with mp. 205° C., Rf=0.42 (CH2Cl2/MeOH=10:1) is obtained. Reactants: O=C1CCC(=O)N1Br, O=C(OOC(=O)c1ccccc1)c1ccccc1, ClC(Cl)(Cl)Cl, Cc1ccc2nc(-c3ccccc3)oc2c1. Yields the product BrCc1ccc2nc(-c3ccccc3)oc2c1. RXN SMILES: [Br:1][N:2]1[C:3](=[O:4])[CH2:5][CH2:6][C:7]1=[O:8].[C:25]([O:26][O:27][C:28](=[O:29])[c:30]1[cH:31][cH:32][cH:33][cH:34][cH:35]1)(=[O:36])[c:37]1[cH:38][cH:39][cH:40][cH:41][cH:42]1.[C:43]([Cl:44])([Cl:45])([Cl:46])[Cl:47].[CH3:9][c:10]1[cH:11][c:12]2[c:13]([n:14][c:15](-[c:17]3[cH:18][cH:19][cH:20][cH:21][cH:22]3)[o:16]2)[cH:23][cH:24]1>>[Br:1][CH2:9][c:10]1[cH:11][c:12]2[c:13]([n:14][c:15](-[c:17]3[cH:18][cH:19][cH:20][cH:21][cH:22]3)[o:16]2)[cH:23][cH:24]1. Starting materials: CN, Clc1ccc2nc(Cl)n3nc(-c4ccco4)nc3c2c1, C1CCOC1. The product is CNc1nc2ccc(Cl)cc2c2nc(-c3ccco3)nn12. Reaction SMILES: [CH3:21][NH2:22].[Cl:1][c:2]1[n:3][c:4]2[cH:5][cH:6][c:7]([Cl:20])[cH:8][c:9]2[c:10]2[n:11]1[n:12][c:13](-[c:15]1[o:16][cH:17][cH:18][cH:19]1)[n:14]2.[O:23]1[CH2:24][CH2:25][CH2:26][CH2:27]1>>[c:2]1([NH:22][CH3:21])[n:3][c:4]2[cH:5][cH:6][c:7]([Cl:20])[cH:8][c:9]2[c:10]2[n:11]1[n:12][c:13](-[c:15]1[o:16][cH:17][cH:18][cH:19]1)[n:14]2. Reactants: C[S-], CO, CCCN(c1ccccc1)c1nc(C)nc(Cl)c1[N+](=O)[O-], [Na+]. The product is CCCN(c1ccccc1)c1nc(C)nc(SC)c1[N+](=O)[O-]. As a reaction SMILES: [CH3:22][S-:23].[CH3:25][OH:26].[Cl:1][c:2]1[n:3][c:4]([CH3:21])[n:5][c:6]([N:11]([CH2:12][CH2:13][CH3:14])[c:15]2[cH:16][cH:17][cH:18][cH:19][cH:20]2)[c:7]1[N+:8](=[O:9])[O-:10].[Na+:24]>>[c:2]1([S:23][CH3:22])[n:3][c:4]([CH3:21])[n:5][c:6]([N:11]([CH2:12][CH2:13][CH3:14])[c:15]2[cH:16][cH:17][cH:18][cH:19][cH:20]2)[c:7]1[N+:8](=[O:9])[O-:10]. Reactants: O=C1CCC(=O)N1Br, ClC(Cl)(Cl)Cl, Cc1cccc(Cl)c1Cl. Yields the product Clc1cccc(CBr)c1Cl. Reaction SMILES: [Br:10][N:11]1[C:12](=[O:13])[CH2:14][CH2:15][C:16]1=[O:17].[C:18]([Cl:19])([Cl:20])([Cl:21])[Cl:22].[Cl:1][c:2]1[c:3]([CH3:9])[cH:4][cH:5][cH:6][c:7]1[Cl:8]>>[Cl:1][c:2]1[c:3]([CH2:9][Br:10])[cH:4][cH:5][cH:6][c:7]1[Cl:8].